This data is from the Open Reaction Database (ORD), a public repository of structured organic reaction records. The task is: describe an organic reaction: reactants, conditions, products, and yield Reactants: CC(C)(C)c1ccc([Li])cc1 (effective_coupling_partner), COc1ccc2ccccc2c1 (substrate). The reagents and catalysts are SIMes. Conditions: temperature 70 celsius, time 12 hour. Product: CC(C)(C)c3ccc(c2ccc1ccccc1c2)cc3. Reactants: [Al+3], COc1cccc(OC)c1, [Cl-], [Cl-], [Cl-], COc1ccc(Nc2nc(Cl)nc(NC3CCCCCC3)n2)cc1Cl, CC(Cl)Cl, O. Yields the product COc1ccc(-c2nc(Nc3ccc(OC)c(Cl)c3)nc(NC3CCCCCC3)n2)c(OC)c1. Reaction SMILES: [Al+3:37].[CH3:26][O:27][c:28]1[cH:29][c:30]([O:34][CH3:35])[cH:31][cH:32][cH:33]1.[Cl-:36].[Cl-:38].[Cl-:39].[Cl:1][c:2]1[n:3][c:4]([NH:18][CH:19]2[CH2:20][CH2:21][CH2:22][CH2:23][CH2:24][CH2:25]2)[n:5][c:6]([NH:8][c:9]2[cH:10][c:11]([Cl:17])[c:12]([O:15][CH3:16])[cH:13][cH:14]2)[n:7]1.[Cl:41][CH:42]([Cl:43])[CH3:44].[OH2:40]>>[c:2]1(-[c:31]2[c:30]([O:34][CH3:35])[cH:29][c:28]([O:27][CH3:26])[cH:33][cH:32]2)[n:3][c:4]([NH:18][CH:19]2[CH2:20][CH2:21][CH2:22][CH2:23][CH2:24][CH2:25]2)[n:5][c:6]([NH:8][c:9]2[cH:10][c:11]([Cl:17])[c:12]([O:15][CH3:16])[cH:13][cH:14]2)[n:7]1. The reactants are FC(CCC(C#N)C#N)(F)F ((3,3,3-trifluoropropyl)malononitrile), C([O-])([O-])=O.[K+].[K+] (potassium carbonate), FC1=CC=C(C=N1)CBr (6-fluoro-3-(bromomethyl)pyridine). Solvent: CS(=O)C (dimethylsulfoxide). Yields the product FC1=CC=C(C=N1)CC(C#N)(C#N)CCC(F)(F)F (2-((6-fluoro-3-pyridyl)methyl)-2-(3,3,3-trifluoropropyl)malononitrile). Isolated yield 34.5%. As a reaction SMILES: [F:1][C:2]([F:11])([F:10])[CH2:3][CH2:4][CH:5]([C:8]#[N:9])[C:6]#[N:7].C(=O)([O-])[O-].[K+].[K+].[F:18][C:19]1[N:24]=[CH:23][C:22]([CH2:25]Br)=[CH:21][CH:20]=1>CS(C)=O>[F:18][C:19]1[N:24]=[CH:23][C:22]([CH2:25][C:5]([CH2:4][CH2:3][C:2]([F:10])([F:11])[F:1])([C:8]#[N:9])[C:6]#[N:7])=[CH:21][CH:20]=1 |f:1.2.3|. Reported procedure: By using (3,3,3-trifluoropropyl)malononitrile (5.8 g), dimethylsulfoxide (20 ml), potassium carbonate (4.8 g) and 6-fluoro-3-(bromomethyl)pyridine (6.7 g) according to the similar method described in Production Example 4 was obtained 3.3 g of 2-((6-fluoro-3-pyridyl)methyl)-2-(3,3,3-trifluoropropyl)malononitrile represented by the following formula (hereinafter referred to as the present invention compound (13)). The reactants are O=C(NC1=C(F)C(F)=C(C(F)=C1F)C(F)(F)F)C=2C=CC=3C=CC=CC3C2. Reagents/catalysts: O1B(OC(C)(C)C1(C)C)B2OC(C)(C)C(O2)(C)C, [K].O=S(=O)(O)OOS(=O)(=O)O, [Na].O=S(=O)(O)C1=CC=C(C=C1)C, O=C(C=CC1=CC=C(C=C1)C(F)(F)F)C=CC2=CC=C(C=C2)C(F)(F)F, [Pd].O=C(O)C. Solvent: N#CC. Conditions: temperature 80 celsius, time 24 hour. Yields the product O=C(NC1=C(F)C(F)=C(C(F)=C1F)C(F)(F)F)C2=CC=3C=CC=CC3C=C2B4OC(C)(C)C(O4)(C)C. Isolated yield 72.0%. As a reaction SMILES: CC[CH2:3][C:4]1[S:8][C:7]([NH:9]C(CN(C)C)=O)=[N:6][N:5]=1.F[C:17](F)(F)[C:18]([NH2:20])=O.[C:23](OI(C1C=CC=CC=1)OC(=O)C)(=O)[CH3:24].[C:38]([O-:41])([O-])=O.[K+].[K+].[CH2:44](Cl)Cl>>[CH3:17][CH2:18][N:20]([CH2:44][C:38]([NH:9][C:7]1[S:8][C:4]([CH3:3])=[N:5][N:6]=1)=[O:41])[CH2:23][CH3:24] |f:3.4.5|. Yields the product CCN(CC)CC(=O)NC1=NN=C(S1)C (AK-4). Starting materials: C(=O)([O-])[O-].[K+].[K+] (K2CO3), C(C)(=O)OI(OC(C)=O)C1=CC=CC=C1 ((diacetoxyiodo)benzene), CCCC1=NN=C(S1)NC(=O)CN(C)C (AK-3), MgO, FC(C(=O)N)(F)F (trifluoroacetamide), Rh(II) acetate, C(Cl)Cl (DCM). Conditions: time 18 hour. Reported procedure: A mixture of AK-3 (1.0 g, 3.7 mmol), MgO (600 mg, 14.9 mmol), trifluoroacetamide (839 mg, 7.4 mmol), and Rh(II) acetate dimer (115 mg, 0.26 mmol) in DCM (10 mL) is added (diacetoxyiodo)benzene (1.79 g, 5.6 mmol). The mixture is stirred at rt for 18 h and then concentrated under reduced pressure. The resultant residue is dissolved in MeOH, filtered through a pad of diatomaceous earth and to it, K2CO3 (2.55 g, 18.6 mmol) is added. The mixture is stirred at rt for 18 h and is concentrated under red... Starting materials: Cc1ccc(S(=O)(=O)Cl)c(C)c1NS(=O)(=O)C(F)(F)F, CNC, C1CCOC1. Product: Cc1ccc(S(=O)(=O)N(C)C)c(C)c1NS(=O)(=O)C(F)(F)F. As a reaction SMILES: [CH3:1][c:2]1[c:3]([S:17](=[O:18])(=[O:19])[Cl:20])[cH:4][cH:5][c:6]([CH3:16])[c:7]1[NH:8][S:9](=[O:10])(=[O:11])[C:12]([F:13])([F:14])[F:15].[CH3:21][NH:22][CH3:23].[O:24]1[CH2:25][CH2:26][CH2:27][CH2:28]1>>[CH3:1][c:2]1[c:3]([S:17](=[O:18])(=[O:19])[N:22]([CH3:21])[CH3:23])[cH:4][cH:5][c:6]([CH3:16])[c:7]1[NH:8][S:9](=[O:10])(=[O:11])[C:12]([F:13])([F:14])[F:15]. The reactants are C(C)(=O)C=1C=C(C=CC1)P(C1=CC=CC=C1)C1=CC=CC=C1 ((3-acetylphenyl)diphenyl phosphane), COC(N(C)C)OC (N,N-dimethylformamide dimethylacetal). Product: CN(C=CC(=O)C=1C=C(C=CC1)P(C1=CC=CC=C1)C1=CC=CC=C1)C ([3-(3-Dimethylamino-1-oxoprop-2-en-yl)phenyl]diphenyl phosphane). RXN SMILES: [C:1]([C:4]1[CH:5]=[C:6]([P:10]([C:17]2[CH:22]=[CH:21][CH:20]=[CH:19][CH:18]=2)[C:11]2[CH:16]=[CH:15][CH:14]=[CH:13][CH:12]=2)[CH:7]=[CH:8][CH:9]=1)(=[O:3])[CH3:2].CO[CH:25](OC)[N:26]([CH3:28])[CH3:27]>>[CH3:25][N:26]([CH3:28])[CH:27]=[CH:2][C:1]([C:4]1[CH:5]=[C:6]([P:10]([C:17]2[CH:22]=[CH:21][CH:20]=[CH:19][CH:18]=2)[C:11]2[CH:16]=[CH:15][CH:14]=[CH:13][CH:12]=2)[CH:7]=[CH:8][CH:9]=1)=[O:3]. Procedure details: A mixture of 9.9 g (32.6 mmol) of (3-acetylphenyl)diphenyl phosphane and 7.7 g (64.7 mmol) of N,N-dimethylformamide dimethylacetal is refluxed under cover gas for 2 h. After removal of the volatiles in high vacuum, the product crystallizes at room temperature. The orange solid is washed with diethyl ether. (Purity: >95%)